Dataset: the Open Reaction Database (ORD), a public repository of structured organic reaction records. Task: describe an organic reaction: reactants, conditions, products, and yield The reactants are C(C1=CC=CC=C1)(C1=CC=CC=C1)OC(=O)C=1N2C(C(C2S(CC1C=COS(=O)(=O)C1=CC=C(C)C=C1)=O)NC(=O)OC(C)(C)C)=O (2-benzhydryloxycarbonyl-7-t-butoxycarbonylamino-8-oxo-3-(2-tosyloxyvinyl)-5-thia-1-azabicyclo[4.2.0]oct-2-ene-5-oxide), hydrated p-toluenesulphonic acid. Solvent: C(C)#N (acetonitrile). The product is NC1C2S(CC(=C(N2C1=O)C(=O)OC(C1=CC=CC=C1)C1=CC=CC=C1)C=COS(=O)(=O)C1=CC=C(C)C=C1)=O (7-amino-2-benzhydryloxycarbonyl-8-oxo-3-(2-tosyloxyvinyl)-5-thia-1-azabicyclo[4.2.0]oct-2-ene-5-oxide). The yield is 60.8%. As a reaction SMILES: [CH:1]([O:14][C:15]([C:17]1[N:18]2[CH:21]([S:22](=[O:38])[CH2:23][C:24]=1[CH:25]=[CH:26][O:27][S:28]([C:31]1[CH:37]=[CH:36][C:34]([CH3:35])=[CH:33][CH:32]=1)(=[O:30])=[O:29])[CH:20]([NH:39]C(OC(C)(C)C)=O)[C:19]2=[O:47])=[O:16])([C:8]1[CH:13]=[CH:12][CH:11]=[CH:10][CH:9]=1)[C:2]1[CH:7]=[CH:6][CH:5]=[CH:4][CH:3]=1>C(#N)C>[NH2:39][CH:20]1[C:19](=[O:47])[N:18]2[CH:21]1[S:22](=[O:38])[CH2:23][C:24]([CH:25]=[CH:26][O:27][S:28]([C:31]1[CH:37]=[CH:36][C:34]([CH3:35])=[CH:33][CH:32]=1)(=[O:30])=[O:29])=[C:17]2[C:15]([O:14][CH:1]([C:2]1[CH:7]=[CH:6][CH:5]=[CH:4][CH:3]=1)[C:8]1[CH:9]=[CH:10][CH:11]=[CH:12][CH:13]=1)=[O:16]. Reported procedure: A solution of the E form of 2-benzhydryloxycarbonyl-7-t-butoxycarbonylamino-8-oxo-3-(2-tosyloxyvinyl)-5-thia-1-azabicyclo[4.2.0]oct-2-ene-5-oxide (54.3 g) and hydrated p-toluenesulphonic acid (30.4 g) in acetonitrile (1.4 liters) is stirred at 35° C. for 2 hours. The mixture is concentrated to dryness at 30° C. under 20 mm Hg (2.7 kPa), the residue is taken up in ethyl acetate (1 liter) and the mixture is washed with a semi-saturated solution of sodium bicarbonate (2×500 cc) and a semi-saturated... Starting materials: COC(=O)c1ccc2c(c1)c(Br)nn2-c1ccc(C)cc1, O=C([O-])[O-], CN(C)C=O, OB(O)c1ccccc1Cl, Cl[Cu], [Cs+], [Cs+], CC(=O)[O-], CC(=O)[O-], [Pd+2]. Yields the product COC(=O)c1ccc2c(c1)c(-c1ccccc1Cl)nn2-c1ccc(C)cc1. Reaction SMILES: [Br:1][c:2]1[n:3][n:4](-[c:15]2[cH:16][cH:17][c:18]([CH3:21])[cH:19][cH:20]2)[c:5]2[cH:6][cH:7][c:8]([C:11](=[O:12])[O:13][CH3:14])[cH:9][c:10]12.[C:32](=[O:33])([O-:34])[O-:35].[CH3:38][N:39]([CH3:40])[CH:41]=[O:42].[Cl:22][c:23]1[c:24]([B:29]([OH:30])[OH:31])[cH:25][cH:26][cH:27][cH:28]1.[Cl:52][Cu:53].[Cs+:36].[Cs+:37].[O-:44][C:45]([CH3:46])=[O:47].[O-:48][C:49]([CH3:50])=[O:51].[Pd+2:43]>>[c:2]1(-[c:24]2[c:23]([Cl:22])[cH:28][cH:27][cH:26][cH:25]2)[n:3][n:4](-[c:15]2[cH:16][cH:17][c:18]([CH3:21])[cH:19][cH:20]2)[c:5]2[cH:6][cH:7][c:8]([C:11](=[O:12])[O:13][CH3:14])[cH:9][c:10]12. Starting materials: CC#N, CSC1=Nc2cccc(Cl)c2C(C)N1, O=C(O)C(F)(F)F, I, [NH4+], [OH-]. RXN SMILES: [CH3:18][C:19]#[N:20].[Cl:2][c:3]1[c:4]2[c:9]([cH:10][cH:11][cH:12]1)[N:8]=[C:7]([S:13][CH3:14])[NH:6][CH:5]2[CH3:15].[F:21][C:22]([F:23])([F:24])[C:25]([OH:26])=[O:27].[IH:1].[NH4+:16].[OH-:17]>>[Cl:2][c:3]1[c:4]2[c:9]([cH:10][cH:11][cH:12]1)[N:8]=[C:7]([NH2:16])[NH:6][CH:5]2[CH3:15]. Yields the product CC1NC(N)=Nc2cccc(Cl)c21. Reactants: OC1=NOC(=C1CC(C)C)C1=CC=CC=C1 (3-Hydroxy-4-isobutyl-5-phenylisoxazole), C(C)(C)(C)OC(=O)NCCO (2-(N-tert-butoxycarbonylamino)ethanol). The product is C(C)(C)(C)OC(=O)NCCOC1=NOC(=C1CC(C)C)C1=CC=CC=C1 (3-(2-(N-tert-Butoxycarbonylamino)ethoxy)-4-isobutyl-5-phenylisoxazole). Yield: 84.2%. As a reaction SMILES: [OH:1][C:2]1[C:6]([CH2:7][CH:8]([CH3:10])[CH3:9])=[C:5]([C:11]2[CH:16]=[CH:15][CH:14]=[CH:13][CH:12]=2)[O:4][N:3]=1.[C:17]([O:21][C:22]([NH:24][CH2:25][CH2:26]O)=[O:23])([CH3:20])([CH3:19])[CH3:18]>>[C:17]([O:21][C:22]([NH:24][CH2:25][CH2:26][O:1][C:2]1[C:6]([CH2:7][CH:8]([CH3:10])[CH3:9])=[C:5]([C:11]2[CH:16]=[CH:15][CH:14]=[CH:13][CH:12]=2)[O:4][N:3]=1)=[O:23])([CH3:20])([CH3:19])[CH3:18]. Procedure: 3-Hydroxy-4-isobutyl-5-phenylisoxazole (217 mg) and 2-(N-tert-butoxycarbonylamino)ethanol (193 mg) were subjected to reaction and post-treatment in a similar manner to that described in Example l(a) to obtain the title compound (303 mg, 84%) as colorless crystals.